From a dataset of the Open Reaction Database (ORD), a public repository of structured organic reaction records. describe an organic reaction: reactants, conditions, products, and yield Starting materials: BrB(Br)Br, COc1ccc(CNc2c(Cl)ccc3c2CCN(C(=O)C(F)(F)F)CC3)cc1, ClCCl. Yields the product O=C(N1CCc2ccc(Cl)c(NCc3ccc(O)cc3)c2CC1)C(F)(F)F. Reaction SMILES: [B:29]([Br:30])([Br:31])[Br:32].[Cl:1][c:2]1[c:3]([NH:19][CH2:20][c:21]2[cH:22][cH:23][c:24]([O:27][CH3:28])[cH:25][cH:26]2)[c:4]2[c:5]([cH:17][cH:18]1)[CH2:6][CH2:7][N:8]([C:11]([C:12]([F:13])([F:14])[F:15])=[O:16])[CH2:9][CH2:10]2.[Cl:33][CH2:34][Cl:35]>>[Cl:1][c:2]1[c:3]([NH:19][CH2:20][c:21]2[cH:22][cH:23][c:24]([OH:27])[cH:25][cH:26]2)[c:4]2[c:5]([cH:17][cH:18]1)[CH2:6][CH2:7][N:8]([C:11]([C:12]([F:13])([F:14])[F:15])=[O:16])[CH2:9][CH2:10]2. The reactants are COC(=O)C(=O)c1ccc(OCCCOc2ccccc2)cc1, CO, [Na+], [OH-]. Product: O=C(O)C(=O)c1ccc(OCCCOc2ccccc2)cc1. As a reaction SMILES: [CH3:1][O:2][C:3]([C:4]([c:5]1[cH:6][cH:7][c:8]([O:11][CH2:12][CH2:13][CH2:14][O:15][c:16]2[cH:17][cH:18][cH:19][cH:20][cH:21]2)[cH:9][cH:10]1)=[O:22])=[O:23].[CH3:24][OH:25].[Na+:27].[OH-:26]>>[O:2]=[C:3]([C:4]([c:5]1[cH:6][cH:7][c:8]([O:11][CH2:12][CH2:13][CH2:14][O:15][c:16]2[cH:17][cH:18][cH:19][cH:20][cH:21]2)[cH:9][cH:10]1)=[O:22])[OH:23]. Procedure details: 4-Pyridoyl chloride hydrochloride (10.0 g, 5.62×10-2 mole) and 4-methylthiosemicarbazide (5.91 g, 5.62×10-1 mole) were stirred at room temperature in pyridine (150 ml). After stirring overnight, the pyridine was evaporated at reduced pressure and the concentrate was washed with H2O. The undissolved product was collected by filtration and dried by suction. As a reaction SMILES: Cl.[N:2]1[CH:7]=[CH:6][C:5]([C:8](Cl)=[O:9])=[CH:4][CH:3]=1.[CH3:11][NH:12][C:13](=[S:16])[NH:14][NH2:15]>N1C=CC=CC=1>[N:2]1[CH:7]=[CH:6][C:5]([C:8]([NH:15][NH:14][C:13]([NH:12][CH3:11])=[S:16])=[O:9])=[CH:4][CH:3]=1 |f:0.1|. Reactants: Cl.N1=CC=C(C=C1)C(=O)Cl (4-Pyridoyl chloride hydrochloride), CNC(NN)=S (4-methylthiosemicarbazide). Solvent: N1=CC=CC=C1 (pyridine). Conditions: time 8 hour. Product: N1=CC=C(C=C1)C(=O)NNC(=S)NC (1-(4-Pyridoyl)-4-methylthiosemicarbazide). Reactants: CCOc1cc(OC(C)C)c(F)c(C(Nc2ccc(-c3noc(C)n3)cc2)c2nc(-c3ccccc3C(O)CC)cn2C(c2ccccc2)(c2ccccc2)c2ccccc2)c1, CCOC(C)=O, ClCCl, [Na+], [OH-]. The product is CCOc1cc(OC(C)C)c(F)c(C(Nc2ccc(-c3noc(C)n3)cc2)c2nc(-c3ccccc3C(=O)CC)cn2C(c2ccccc2)(c2ccccc2)c2ccccc2)c1. As a reaction SMILES: [CH2:1]([CH3:2])[O:3][c:4]1[cH:5][c:6]([O:59][CH:60]([CH3:61])[CH3:62])[c:7]([F:58])[c:8]([CH:10]([c:11]2[n:12]([C:26]([c:27]3[cH:28][cH:29][cH:30][cH:31][cH:32]3)([c:33]3[cH:34][cH:35][cH:36][cH:37][cH:38]3)[c:39]3[cH:40][cH:41][cH:42][cH:43][cH:44]3)[cH:13][c:14](-[c:16]3[c:17]([CH:22]([CH2:23][CH3:24])[OH:25])[cH:18][cH:19][cH:20][cH:21]3)[n:15]2)[NH:45][c:46]2[cH:47][cH:48][c:49](-[c:52]3[n:53][o:54][c:55]([CH3:57])[n:56]3)[cH:50][cH:51]2)[cH:9]1.[CH3:63][CH2:64][O:65][C:66]([CH3:67])=[O:68].[Cl:71][CH2:72][Cl:73].[Na+:70].[OH-:69]>>[CH2:1]([CH3:2])[O:3][c:4]1[cH:5][c:6]([O:59][CH:60]([CH3:61])[CH3:62])[c:7]([F:58])[c:8]([CH:10]([c:11]2[n:12]([C:26]([c:27]3[cH:28][cH:29][cH:30][cH:31][cH:32]3)([c:33]3[cH:34][cH:35][cH:36][cH:37][cH:38]3)[c:39]3[cH:40][cH:41][cH:42][cH:43][cH:44]3)[cH:13][c:14](-[c:16]3[c:17]([C:22]([CH2:23][CH3:24])=[O:25])[cH:18][cH:19][cH:20][cH:21]3)[n:15]2)[NH:45][c:46]2[cH:47][cH:48][c:49](-[c:52]3[n:53][o:54][c:55]([CH3:57])[n:56]3)[cH:50][cH:51]2)[cH:9]1. Reaction SMILES: Cl[C:2]1[CH:7]=[C:6]([CH:8]2[CH2:10][CH2:9]2)[N:5]=[C:4]([C:11]2[CH:16]=[CH:15][CH:14]=[C:13]([Cl:17])[CH:12]=2)[N:3]=1.CC1(C)C(C)(C)OB([CH2:26][C:27]2[CH:32]=[CH:31][C:30]([CH2:33][C:34]([O:36][CH3:37])=[O:35])=[CH:29][CH:28]=2)O1.C([O-])([O-])=O.[Na+].[Na+].[Cl-]>C1C=CC(P(C2C=CC=CC=2)[C-]2C=CC=C2)=CC=1.C1C=CC(P(C2C=CC=CC=2)[C-]2C=CC=C2)=CC=1.Cl[Pd]Cl.[Fe+2].O.O1CCOCC1>[Cl:17][C:13]1[CH:12]=[C:11]([C:4]2[N:3]=[C:2]([CH2:26][C:27]3[CH:28]=[CH:29][C:30]([CH2:33][C:34]([O:36][CH3:37])=[O:35])=[CH:31][CH:32]=3)[CH:7]=[C:6]([CH:8]3[CH2:10][CH2:9]3)[N:5]=2)[CH:16]=[CH:15][CH:14]=1 |f:2.3.4,6.7.8.9|. Yields the product ClC=1C=C(C=CC1)C1=NC(=CC(=N1)CC1=CC=C(C=C1)CC(=O)OC)C1CC1 (Methyl 2-(4-((2-(3-chlorophenyl)-6-cyclopropylpyrimidin-4-yl)methyl)phenyl)acetate). Procedure details: A 20-mL sealed tube, with stirrer bar, was charged with 4-chloro-2-(3-chlorophenyl)-6-cyclopropylpyrimidine (0.365 g, 1.38 mol), methyl 2-(4-((4,4,5,5-tetramethyl-1,3,2-dioxaborolan-2-yl)methyl)phenyl)acetate (0.400 g, 1.38 mmol), Pd(dppf)Cl2 (0.113 g, 0.14 mmol), and powdered Na2CO3 (0.438 g, 4.14 mmol). Dioxane (6 mL) and water (3 mL) were added. The resulting mixture was stirred under Ar at 90° C. for 1.5 h until the starting chloride was consumed. After cooling to room temperature, the react... Reagents/catalysts: C1=CC=C(C=C1)P([C-]2C=CC=C2)C3=CC=CC=C3.C1=CC=C(C=C1)P([C-]2C=CC=C2)C3=CC=CC=C3.Cl[Pd]Cl.[Fe+2] (Pd(dppf)Cl2). The yield is 52.6%. The reactants are [Cl-] (chloride), ClC1=NC(=NC(=C1)C1CC1)C1=CC(=CC=C1)Cl (4-chloro-2-(3-chlorophenyl)-6-cyclopropylpyrimidine), CC1(OB(OC1(C)C)CC1=CC=C(C=C1)CC(=O)OC)C (methyl 2-(4-((4,4,5,5-tetramethyl-1,3,2-dioxaborolan-2-yl)methyl)phenyl)acetate), C(=O)([O-])[O-].[Na+].[Na+] (Na2CO3). Run in O (water), O1CCOCC1 (Dioxane).